This data is from the Open Reaction Database (ORD), a public repository of structured organic reaction records. The task is: describe an organic reaction: reactants, conditions, products, and yield Conditions: time 1 hour. As a reaction SMILES: Br[CH2:2][CH2:3][CH2:4][C:5]1[C:14]2[C:9](=[CH:10][CH:11]=[C:12]([O:15][CH3:16])[CH:13]=2)[CH2:8][CH2:7][CH:6]=1.[C-:17]#[N:18].[Na+].CS(C)=O>O>[C:17]([CH2:2][CH2:3][CH2:4][C:5]1[C:14]2[C:9](=[CH:10][CH:11]=[C:12]([O:15][CH3:16])[CH:13]=2)[CH2:8][CH2:7][CH:6]=1)#[N:18] |f:1.2|. The product is C(#N)CCCC1=CCCC2=CC=C(C=C12)OC (4-(3-Cyanopropyl)-6-methoxy-1,2-dihydronaphthalene). Solvent: O (water). Yield: 92.7%. Reactants: BrCCCC1=CCCC2=CC=C(C=C12)OC (4-(3-bromopropyl)-6-methoxy-1,2-dihydronaphthalene), [C-]#N.[Na+] (sodium cyanide), CS(=O)C (dimethyl sulfoxide). Procedure details: A mixture of 4-(3-bromopropyl)-6-methoxy-1,2-dihydronaphthalene (10 g, 35.6 mmol), sodium cyanide (1.92 g, 39.1 mmol) and dimethyl sulfoxide (20 ml) was stirred for 1 hour at room temperature. The mixture was diluted with water and the product was extracted with ethyl acetate. The extract was washed with brine and water, dried over anhydrous magnesium sulfate, and the solvent was removed in vacuo. The residue was purified by silica gel column chromatography (ethyl acetate:hexane=1:9) to afford t... Starting materials: P(Br)(Br)Br (phosphorus tribromide), C(C1=CC=CO1)O (furfuryl alcohol), OC=1C=C(C=O)C=CC1 (3-hydroxybenzaldehyde), [H-].[Na+] (sodium hydride), C(C)(C)OC(C)C (isopropyl ether). Run in CN(C=O)C (dimethylformamide), C(C)OCC (ethyl ether), C(C)OCC (ethyl ether), C(C)OCC (ethyl ether), O (water). Conditions: time 30 minute. The product is C(C1=CC=CO1)OC=1C=C(C=O)C=CC1 (3-furfuryloxybenzaldehyde). As a reaction SMILES: [CH2:1]([OH:7])[C:2]1[O:6][CH:5]=[CH:4][CH:3]=1.P(Br)(Br)Br.O[C:13]1[CH:14]=[C:15]([CH:18]=[CH:19][CH:20]=1)[CH:16]=[O:17].[H-].[Na+].C(OC(C)C)(C)C>C(OCC)C.CN(C)C=O.O>[CH2:1]([O:7][C:13]1[CH:14]=[C:15]([CH:18]=[CH:19][CH:20]=1)[CH:16]=[O:17])[C:2]1[O:6][CH:5]=[CH:4][CH:3]=1 |f:3.4|. Reported procedure: Two grams of furfuryl alcohol was dissolved in 20 ml of anhydrous ethyl ether, and 3 ml of an anhydrous ethyl ether solution containing 2 g of phosphorus tribromide was added. The mixture was stirred for 30 minutes under ice cooling. The reaction mixture was washed with a 30% aqueous solution of sodium hydroxide, and dried over granular sodium hydroxide. The solution was then added to a previously prepared solution of 3-hydroxybenzaldehyde sodium salt (obtained by dissolving 2.44 g of 3-hydroxyb... Reactants: FC=1C=CC(=C(C(=O)O)C1)C (5-fluoro-2-methylbenzoic acid), BrN1C(CCC1=O)=O (N-bromosuccinimide). Reagents/catalysts: C(C1=CC=CC=C1)(=O)OOC(C1=CC=CC=C1)=O (benzoyl peroxide). Solvent: ClC(Cl)(Cl)Cl (tetrachloromethane). Reaction conditions: temperature 78 celsius. The product is BrCC1=C(C(=O)O)C=C(C=C1)F (2-(bromomethyl)-5-fluorobenzoic acid). The yield is 96.7%. RXN SMILES: [F:1][C:2]1[CH:3]=[CH:4][C:5]([CH3:11])=[C:6]([CH:10]=1)[C:7]([OH:9])=[O:8].[Br:12]N1C(=O)CCC1=O>ClC(Cl)(Cl)Cl.C(OOC(=O)C1C=CC=CC=1)(=O)C1C=CC=CC=1>[Br:12][CH2:11][C:5]1[CH:4]=[CH:3][C:2]([F:1])=[CH:10][C:6]=1[C:7]([OH:9])=[O:8]. Procedure details: Step 1 A suspension of 5-fluoro-2-methylbenzoic acid (500 mg, 3.24 mmol), N-bromosuccinimide (606 mg, 3.41 mmol) and benzoyl peroxide (47 mg, 0.195 mmol) in tetrachloromethane (10 mL) was heated at 78° C. for 4 h. The hot mixture was filtered and the filtrate was concentrated to provide crude 2-(bromomethyl)-5-fluorobenzoic acid as a white solid (730 mg), used without further purification. 1H NMR (400 MHz, chloroform-d) δ 7.81 (1H, dd, J=9.2, 2.9 Hz), 7.50 (1H, dd, J=8.5, 5.4 Hz), 7.23-7.30 (1H,... Starting materials: ClC=1C=CC2=C(C(CC3=C(S2)C=CC=C3)Cl)C1 (8, 10-Dichloro-10,11-dihydrodibenzo[b,f]thiepine), BrCCO (2-bromoethanol), C([O-])([O-])=O.[K+].[K+] (potassium carbonate). Reported procedure: 8, 10-Dichloro-10,11-dihydrodibenzo[b,f]thiepine (10 g, 35.6 mmol, prepared as described in Coll. Czech. Chem. Commun. 33,183, 1968) was slowly added to a mixture of 2-bromoethanol (44 g, 0.352 mol) and powdered potassium carbonate (10 g, 0.072 mol) at 20° C. under stirring. After 6 h, dichloromethane (15 ml) was added and the reaction mixture was heated at 50° C. for 3 h. After cooling, dichloromethane (35 ml) was added and the mixture was filtered. Dichloromethane was evaporated and excess of ... As a reaction SMILES: [Cl:1][C:2]1[CH:3]=[CH:4][C:5]2[S:11][C:10]3[CH:12]=[CH:13][CH:14]=[CH:15][C:9]=3[CH2:8][CH:7](Cl)[C:6]=2[CH:17]=1.[Br:18][CH2:19][CH2:20][OH:21].C(=O)([O-])[O-].[K+].[K+]>ClCCl>[Cl:1][C:2]1[CH:3]=[CH:4][C:5]2[S:11][C:10]3[CH:12]=[CH:13][CH:14]=[CH:15][C:9]=3[CH2:8][CH:7]([O:21][CH2:20][CH2:19][Br:18])[C:6]=2[CH:17]=1 |f:2.3.4|. Yields the product ClC=1C=CC2=C(C(CC3=C(S2)C=CC=C3)OCCBr)C1 (8-chloro-10-(2-bromoethoxy)-10,11-dihydrodibenzo[b,f]thiepine). Yield: 98.8%. Conditions: temperature 50 celsius, time 6 hour. Run in ClCCl (dichloromethane), ClCCl (dichloromethane). The reactants are Cl.N1C=C(C2=CC=CC=C12)C[C@@H](N)C=1NC=C(N1)C1=CC=CC=C1 ((1R)-2-(1H-indol-3-yl)-1-(4-phenyl-1H-imidazol-2-yl)-1-ethanamine hydrochloride), C(C1=CC=CC=C1)(=O)N1CCC(CC1)=O (N-benzoyl-4-piperidone). Solvent: C(C)(C)O (isopropanol). Reaction conditions: temperature 20 celsius, time 30 minute. Yields the product Cl.C1(=CC=CC=C1)C=1N=C(NC1)[C@@H]1NC2(CCN(CC2)C(C2=CC=CC=C2)=O)C=2NC3=CC=CC=C3C2C1 ((3R)-3-(4-Phenyl-1H-imidazol-2-yl)-2,3,4,9-tetrahydro-1′-benzoyl-spiro[1H-β-carboline-1,4′-piperidine]hydrochloride). Yield: 86.4%. As a reaction SMILES: [ClH:1].[NH:2]1[C:10]2[C:5](=[CH:6][CH:7]=[CH:8][CH:9]=2)[C:4]([CH2:11][C@H:12]([C:14]2[NH:15][CH:16]=[C:17]([C:19]3[CH:24]=[CH:23][CH:22]=[CH:21][CH:20]=3)[N:18]=2)[NH2:13])=[CH:3]1.[C:25]([N:33]1[CH2:38][CH2:37][C:36](=O)[CH2:35][CH2:34]1)(=[O:32])[C:26]1[CH:31]=[CH:30][CH:29]=[CH:28][CH:27]=1>C(O)(C)C>[ClH:1].[C:19]1([C:17]2[N:18]=[C:14]([C@H:12]3[CH2:11][C:4]4[C:5]5[C:10](=[CH:9][CH:8]=[CH:7][CH:6]=5)[NH:2][C:3]=4[C:36]4([CH2:37][CH2:38][N:33]([C:25](=[O:32])[C:26]5[CH:31]=[CH:30][CH:29]=[CH:28][CH:27]=5)[CH2:34][CH2:35]4)[NH:13]3)[NH:15][CH:16]=2)[CH:24]=[CH:23][CH:22]=[CH:21][CH:20]=1 |f:0.1,4.5|. Procedure details: To a solution of (1R)-2-(1H-indol-3-yl)-1-(4-phenyl-1H-imidazol-2-yl)-1-ethanamine hydrochloride (1 g, 2.65 mmol) in isopropanol (15 ml) was added N-benzoyl-4-piperidone (2.64 g, 13 mmol). The solution was refluxed for about one hour and cooled to about 20° C. The solvent was removed under reduced pressure. The residue was treated with dichloromethane (30 ml) and stirred for about 30 min at about 20° C. The resulting precipitate was collected by filtration, washed with dichloromethane and diethy... The reactants are Cl.NO (Hydroxylamine hydrochloride), ClC1=CC=C(C=C1)C(CC(C(=O)OCC)=O)=O (ethyl 4-(4-chlorophenyl)-2,4-dioxobutanoate). Solvent: C(C)O (ethanol). Product: ClC1=CC=C(C=C1)C1=CC(=NO1)C(=O)OCC (ethyl 5-(4-chlorophenyl)isoxazole-3-carboxylate). The yield is 60.3%. Reaction SMILES: Cl.[NH2:2]O.[Cl:4][C:5]1[CH:10]=[CH:9][C:8]([C:11](=[O:20])[CH2:12][C:13](=O)[C:14]([O:16][CH2:17][CH3:18])=[O:15])=[CH:7][CH:6]=1>C(O)C>[Cl:4][C:5]1[CH:10]=[CH:9][C:8]([C:11]2[O:20][N:2]=[C:13]([C:14]([O:16][CH2:17][CH3:18])=[O:15])[CH:12]=2)=[CH:7][CH:6]=1 |f:0.1|. Procedure details: Hydroxylamine hydrochloride (0.65 g, 9.42 mmol) was added to a suspension of ethyl 4-(4-chlorophenyl)-2,4-dioxobutanoate (2.0 g, 7.85 mmol) in absolute ethanol (40 mL) and the reaction was heated to reflux for 4 hours. After cooling to room temperature, the resulting white solid was filtered, washed with water and cold ethanol and dried in vacuo to obtain ethyl 5-(4-chlorophenyl)isoxazole-3-carboxylate (1.19 g, 4.73 mmol).